The task is: describe an organic reaction: reactants, conditions, products, and yield. This data is from the Open Reaction Database (ORD), a public repository of structured organic reaction records. Starting materials: CC(C)(C)OC(=O)N1CCC(O)CC1, CC(=O)c1ccc(O)cc1F, CCOC(=O)N=NC(=O)OCC, C1CCOC1, c1ccc(P(c2ccccc2)c2ccccc2)cc1. The product is CC(=O)c1ccc(OC2CCN(C(=O)OC(C)(C)C)CC2)cc1F. Reaction SMILES: [C:43]([CH3:44])([CH3:45])([CH3:46])[O:47][C:48](=[O:49])[N:50]1[CH2:51][CH2:52][CH:53]([OH:56])[CH2:54][CH2:55]1.[F:32][c:33]1[c:34]([C:40]([CH3:41])=[O:42])[cH:35][cH:36][c:37]([OH:39])[cH:38]1.[O:1]=[C:2]([O:3][CH2:4][CH3:5])[N:6]=[N:7][C:8]([O:9][CH2:10][CH3:11])=[O:12].[O:57]1[CH2:58][CH2:59][CH2:60][CH2:61]1.[c:13]1([P:14]([c:15]2[cH:16][cH:17][cH:18][cH:19][cH:20]2)[c:21]2[cH:22][cH:23][cH:24][cH:25][cH:26]2)[cH:27][cH:28][cH:29][cH:30][cH:31]1>>[F:32][c:33]1[c:34]([C:40]([CH3:41])=[O:42])[cH:35][cH:36][c:37]([O:39][CH:53]2[CH2:52][CH2:51][N:50]([C:48]([O:47][C:43]([CH3:44])([CH3:45])[CH3:46])=[O:49])[CH2:55][CH2:54]2)[cH:38]1. Starting materials: CC1(C=2C=CC(=CC2C(=CC1)OS(=O)(=O)C(F)(F)F)/C=C/C1=CC=C(C(=O)OCC)C=C1)C (ethyl (E)-4-[2-(5,5-dimethyl-8-(trifluoromethylsulfonyl)oxy-5,6-dihydronaphthalen-2-yl)ethenyl]benzoate), CC1(C=2C=CC(=CC2C(=CC1)OS(=O)(=O)C(F)(F)F)/C=C/C1=CC=C(C(=O)OCC)C=C1)C (ethyl (E)-4-[2-(5,5-dimethyl-8-(trifluoromethylsulfonyl)oxy-5,6-dihydronaphthalen-2-yl)ethenyl]benzoate), [NH4+].[Cl-] (NH4Cl), S1C=NC=C1 (thiazole), C(CCC)[Li] (n-butyl lithium). Reagents/catalysts: C=1C=CC(=CC1)[P](C=2C=CC=CC2)(C=3C=CC=CC3)[Pd]([P](C=4C=CC=CC4)(C=5C=CC=CC5)C=6C=CC=CC6)([P](C=7C=CC=CC7)(C=8C=CC=CC8)C=9C=CC=CC9)[P](C=1C=CC=CC1)(C=1C=CC=CC1)C=1C=CC=CC1 (tetrakis(triphenylphosphine)palladium(0)), [Cl-].[Zn+2].[Cl-] (zinc chloride). Run in O1CCCC1 (tetrahydrofuran), O1CCCC1 (tetrahydrofuran), C1CCOC1 (THF). Conditions: time 30 minute. The product is CC1(C=2C=CC(=CC2C(=CC1)C=1SC=CN1)/C=C/C1=CC=C(C(=O)OCC)C=C1)C (Ethyl (E)-4-[2-(5,5-dimethyl-8-(thiazol-2-yl)-5,6-dihydronaphthalen-2-yl)ethenyl]-benzoate). As a reaction SMILES: [S:1]1[CH:5]=[CH:4][N:3]=[CH:2]1.C([Li])CCC.[CH3:11][C:12]1([CH3:43])[CH2:21][CH:20]=[C:19](OS(C(F)(F)F)(=O)=O)[C:18]2[CH:17]=[C:16](/[CH:30]=[CH:31]/[C:32]3[CH:42]=[CH:41][C:35]([C:36]([O:38][CH2:39][CH3:40])=[O:37])=[CH:34][CH:33]=3)[CH:15]=[CH:14][C:13]1=2.[NH4+].[Cl-]>C1COCC1.[Cl-].[Zn+2].[Cl-].C1C=CC([P]([Pd]([P](C2C=CC=CC=2)(C2C=CC=CC=2)C2C=CC=CC=2)([P](C2C=CC=CC=2)(C2C=CC=CC=2)C2C=CC=CC=2)[P](C2C=CC=CC=2)(C2C=CC=CC=2)C2C=CC=CC=2)(C2C=CC=CC=2)C2C=CC=CC=2)=CC=1>[CH3:43][C:12]1([CH3:11])[CH2:21][CH:20]=[C:19]([C:2]2[S:1][CH:5]=[CH:4][N:3]=2)[C:18]2[CH:17]=[C:16](/[CH:30]=[CH:31]/[C:32]3[CH:33]=[CH:34][C:35]([C:36]([O:38][CH2:39][CH3:40])=[O:37])=[CH:41][CH:42]=3)[CH:15]=[CH:14][C:13]1=2 |f:3.4,6.7.8,^1:57,59,78,97|. Procedure details: To a cold (-78° C.) solution of thiazole (0.38 g (0.10 mL, 1.4 mmol) in THF (2.0 mL) was added n-butyl lithium (1.6M solution in hexanes, 0.5 mL, 0.8 mmol) and stirred for 30 min. To this solution was added 0.176 g (1.3 mmol) of zinc chloride in 3.0 mL of tetrahydrofuran and stirred for 45 min. The resulting turbid solution was transferred, via cannula, to a flask containing a mixture of 0.17 g (0.35 mmol) of ethyl (E)-4-[2-(5,5-dimethyl-8-(trifluoromethylsulfonyl)oxy-5,6-dihydronaphthalen-2-yl)... The reactants are C=O (Formaldehyde), N1C=CC2=CC=CC=C12 (indole), Cl.N1CCC(CC1)N1C(C2=CC=CC=C2C1=O)=O (2-(piperid-4-yl)-1H-isoindol-1,3-(2H)-dione, hydrochloride), C(C)(=O)[O-].[Na+] (sodium acetate). Run in C(C)(=O)O (acetic acid), O (water). Product: N1C=C(C2=CC=CC=C12)CN1CCC(CC1)N1C(C2=CC=CC=C2C1=O)=O (2-(1-[Indol-3-ylmethyl]piperid-4-yl)-1H-isoindole-1,3-(2H)-dione). As a reaction SMILES: C=O.[NH:3]1[C:11]2[C:6](=[CH:7][CH:8]=[CH:9][CH:10]=2)[CH:5]=[CH:4]1.Cl.[NH:13]1[CH2:18][CH2:17][CH:16]([N:19]2[C:27](=[O:28])[C:26]3[C:21](=[CH:22][CH:23]=[CH:24][CH:25]=3)[C:20]2=[O:29])[CH2:15][CH2:14]1.[C:30]([O-])(=O)C.[Na+]>C(O)(=O)C.O>[NH:3]1[C:11]2[C:6](=[CH:7][CH:8]=[CH:9][CH:10]=2)[C:5]([CH2:30][N:13]2[CH2:18][CH2:17][CH:16]([N:19]3[C:20](=[O:29])[C:21]4[C:26](=[CH:25][CH:24]=[CH:23][CH:22]=4)[C:27]3=[O:28])[CH2:15][CH2:14]2)=[CH:4]1 |f:2.3,4.5|. Procedure details: Formaldehyde (0.84 cm3, 40% aq. w/v, 11.3 mmol) was added to a stirred and cooled mixture of indole (1.32 g, 11.3 mmol), 2-(piperid-4-yl)-1H-isoindol-1,3-(2H)-dione, hydrochloride (3.0 g, 11.3 mmol), and sodium acetate (0.93 g, 11.3 mmol) in glacial acetic acid (10 cm3). The suspension was stirred at room temperature for 5 hours, then poured into water and a gummy precipitate filtered off. The mother liquors were basified by addition of 0.880 ammonia to precipitate the title compound, which was ... Starting materials: NC=1C=C2C=NNC2=CC1 (5-amino-1H-indazole), solid, ClC=1C=C(C=CC1Cl)S(=O)(=O)Cl (3,4-dichlorobenzenesulfonyl chloride). Solvent: N1=CC=CC=C1 (pyridine). The product is ClC=1C=C(C=CC1Cl)S(=O)(=O)NC=1C=C2C=NNC2=CC1 (3,4-dichloro-N-(1H-indazol-5-yl)benzenesulfonamide). Yield: 21.4%. As a reaction SMILES: [NH2:1][C:2]1[CH:3]=[C:4]2[C:8](=[CH:9][CH:10]=1)[NH:7][N:6]=[CH:5]2.[Cl:11][C:12]1[CH:13]=[C:14]([S:19](Cl)(=[O:21])=[O:20])[CH:15]=[CH:16][C:17]=1[Cl:18]>N1C=CC=CC=1>[Cl:11][C:12]1[CH:13]=[C:14]([S:19]([NH:1][C:2]2[CH:3]=[C:4]3[C:8](=[CH:9][CH:10]=2)[NH:7][N:6]=[CH:5]3)(=[O:20])=[O:21])[CH:15]=[CH:16][C:17]=1[Cl:18]. Reported procedure: 3,4-Dichloro-N-(1H-indazol-5-yl)benzenesulfonamide can be obtained as described in Example 2 from 1 g of 5-amino-1H-indazole, 20 ml of pyridine and 1.84 g of 3,4-dichlorobenzenesulfonyl chloride. 0.55 g of 3,4-dichloro-N-(1H-indazol-5-yl)benzenesulfonamide is thus obtained in the form of a green solid melting at 209° C. (analysis C13H9Cl2N3O2S % calculated C, 45.63; H, 2.65; Cl, 20.72; N, 12.28; O, 9.35; S, 9.37. % found C, 45.87; H, 2.72; Cl, 21.10; N, 12.27; S, 9.21). The reactants are BrC1=CC=C(C=C1)[C@H](C)N1C(O[C@@](CC1)(CCCO)C1=CC=C(C=C1)F)=O ((R)-3-((S)-1-(4-bromophenyl)ethyl)-6-(4-fluorophenyl)-6-(3-hydroxypropyl)-1,3-oxazinan-2-one), N1=C(C=CC=C1)B(O)O (pyridine-2-boronic acid). Product: FC1=CC=C(C=C1)[C@]1(CCN(C(O1)=O)[C@@H](C)C1=CC=C(C=C1)C1=NC=CC=C1)CCCO ((R)-6-(4-fluorophenyl)-6-(3-hydroxypropyl)-3-((S)-1-(4-(pyridin-2-yl)phenyl)ethyl)-1,3-oxazinan-2-one). As a reaction SMILES: Br[C:2]1[CH:7]=[CH:6][C:5]([C@@H:8]([N:10]2[CH2:15][CH2:14][C@@:13]([C:20]3[CH:25]=[CH:24][C:23]([F:26])=[CH:22][CH:21]=3)([CH2:16][CH2:17][CH2:18][OH:19])[O:12][C:11]2=[O:27])[CH3:9])=[CH:4][CH:3]=1.[N:28]1[CH:33]=[CH:32][CH:31]=[CH:30][C:29]=1B(O)O>>[F:26][C:23]1[CH:24]=[CH:25][C:20]([C@:13]2([CH2:16][CH2:17][CH2:18][OH:19])[O:12][C:11](=[O:27])[N:10]([C@H:8]([C:5]3[CH:6]=[CH:7][C:2]([C:29]4[CH:30]=[CH:31][CH:32]=[CH:33][N:28]=4)=[CH:3][CH:4]=3)[CH3:9])[CH2:15][CH2:14]2)=[CH:21][CH:22]=1. Procedure details: The title compound was prepared from (R)-3-((S)-1-(4-bromophenyl)ethyl)-6-(4-fluorophenyl)-6-(3-hydroxypropyl)-1,3-oxazinan-2-one and pyridine-2-boronic acid following a procedure analogous to that described in Example 1 Step 2. LC-MS Method 2 tR=0.905 min, m/z=435.2; 1H NMR (CDCl3) 1.22-1.37 (m, 1H), 1.49 (d, 3H), 1.60-1.70 (m, 2H), 1.80-1.97 (m, 2H), 2.07-2.31 (m, 3H), 2.85 (m, 1H), 3.50 (m, 2H), 5.65 (m, 1H), 6.97 (m, 4H), 7.20 (m, 3H), 7.57-7.70 (m, 4H), 8.60 (m, 1H). Starting materials: ClC=1C(N(N=CC1N(N=CC1=CC=CC=C1)C)C1=CC(=CC=C1)C(F)(F)F)=O (4-chloro-2-(3-trifluoromethylphenyl)-5-(1-methyl-2-benzylidenehydrazino)-pyridazin-3(2H)-one), ClC=1C(N(N=CC1N(N)C)C1=CC(=CC=C1)C(F)(F)F)=O (4-chloro-2-(3-trifluoromethylphenyl)-5-(1-methylhydrazino)-pyridazin-3(2H)-one). Procedure details: Following the process of example 4 and using an equivalent amount of the 4-chloro-2-(3-trifluoromethylphenyl)-5-(1-methyl-2-benzylidenehydrazino)-pyridazin-3(2H)-one above in place of the 4-chloro-2-(3-trifluoromethylphenyl)-5-(1-methylhydrazino)-pyridazin-3(2H)-one used therein there is obtained 2-(3-trifluoromethylphenyl)-5-(1-methyl-2-benzylhydrazino)-pyridazin-3(2H)-one, (m.p. 89° to 90° C). As a reaction SMILES: Cl[C:2]1[C:3](=[O:28])[N:4]([C:18]2[CH:23]=[CH:22][CH:21]=[C:20]([C:24]([F:27])([F:26])[F:25])[CH:19]=2)[N:5]=[CH:6][C:7]=1[N:8]([CH3:17])[N:9]=[CH:10][C:11]1[CH:16]=[CH:15][CH:14]=[CH:13][CH:12]=1.ClC1C(=O)N(C2C=CC=C(C(F)(F)F)C=2)N=CC=1N(C)N>>[F:27][C:24]([F:25])([F:26])[C:20]1[CH:19]=[C:18]([N:4]2[C:3](=[O:28])[CH:2]=[C:7]([N:8]([CH3:17])[NH:9][CH2:10][C:11]3[CH:16]=[CH:15][CH:14]=[CH:13][CH:12]=3)[CH:6]=[N:5]2)[CH:23]=[CH:22][CH:21]=1. Product: FC(C=1C=C(C=CC1)N1N=CC(=CC1=O)N(NCC1=CC=CC=C1)C)(F)F (2-(3-trifluoromethylphenyl)-5-(1-methyl-2-benzylhydrazino)-pyridazin-3(2H)-one). Reactants: CC(C)(C)OC(=O)N1CCCC(CO)C1, C[N+]1([O-])CCOCC1, ClCCl. Product: CC(C)(C)OC(=O)N1CCCC(C=O)C1. RXN SMILES: [C:1]([CH3:2])([CH3:3])([CH3:4])[O:5][C:6](=[O:7])[N:8]1[CH2:9][CH:10]([CH2:14][OH:15])[CH2:11][CH2:12][CH2:13]1.[CH3:16][N+:17]1([O-:18])[CH2:19][CH2:20][O:21][CH2:22][CH2:23]1.[Cl:24][CH2:25][Cl:26]>>[C:1]([CH3:2])([CH3:3])([CH3:4])[O:5][C:6](=[O:7])[N:8]1[CH2:9][CH:10]([CH:14]=[O:15])[CH2:11][CH2:12][CH2:13]1. Isolated yield 82.0%. Reaction conditions: time 30 hour. Reported procedure: A solution of freshly distilled propionaldehyde (1.81 mL, 25.0 mmol) in 12.5 mL dimethylformamide pre-cooled to 4° C. was added slowly over the course of 20 h to a stirring suspension of isobutyraldehyde (4.54 mL, 50 mmol), L-proline (288 mg, 2.5 mmol) and 12.5 mL dimethylformamide at 4° C. After 30 h, the resulting solution was diluted with diethyl ether and washed successively with water and brine. The combined aqueous layers were back-extracted with 3 portions of dichloromethane. The organic ... Reaction SMILES: [CH:1](=O)[CH2:2][CH3:3].[CH:5](=[O:9])[CH:6]([CH3:8])[CH3:7].N1CCC[C@H]1C(O)=[O:13]>CN(C)C=O.C(OCC)C>[OH:9][C@@H:5]([CH:2]([CH3:3])[CH3:1])[C@H:6]([CH3:8])[CH:7]=[O:13]. The reactants are C(CC)=O (propionaldehyde), C(C(C)C)=O (isobutyraldehyde), N1[C@H](C(=O)O)CCC1 (L-proline). Yields the product O[C@H]([C@@H](C=O)C)C(C)C ((2S,3S)-3-hydroxy-2,4-dimethylpentanal). The solvent is C(C)OCC (diethyl ether), CN(C=O)C (dimethylformamide), CN(C=O)C (dimethylformamide). The reactants are C1(CCCCC1)CN1C(C2(CC2C1=O)C1=CC=C(C=C1)[N+](=O)[O-])=O (3-cyclohexylmethyl-1-(4-nitrophenyl)-3-azabicyclo[3.1.0]hexane-2,4-dione). Reagents/catalysts: [Pd] (palladium on carbon). The solvent is C(C)O (ethanol). Product: NC1=CC=C(C=C1)C12C(N(C(C2C1)=O)CC1CCCCC1)=O (1-(4-Aminophenyl)-3-cyclohexylmethyl-3-azabicyclo[3.1.0]hexane-2,4-dione). As a reaction SMILES: [CH:1]1([CH2:7][N:8]2[C:13](=[O:14])[CH:12]3[C:10]([C:15]4[CH:20]=[CH:19][C:18]([N+:21]([O-])=O)=[CH:17][CH:16]=4)([CH2:11]3)[C:9]2=[O:24])[CH2:6][CH2:5][CH2:4][CH2:3][CH2:2]1>C(O)C.[Pd]>[NH2:21][C:18]1[CH:17]=[CH:16][C:15]([C:10]23[CH2:11][CH:12]2[C:13](=[O:14])[N:8]([CH2:7][CH:1]2[CH2:6][CH2:5][CH2:4][CH2:3][CH2:2]2)[C:9]3=[O:24])=[CH:20][CH:19]=1. Procedure: Following the procedure of Example 3, a solution of 0.5 g of 3-cyclohexylmethyl-1-(4-nitrophenyl)-3-azabicyclo[3.1.0]hexane-2,4-dione in 30 ml of ethanol is hydrogenated in the presence of 0.1 g of 5% palladium on carbon and the reaction mixture is worked up, affording the title compound which melts at 125°-126° C. after recrystallisation from ethyl acetate/petroleum ether.